describe an organic reaction: reactants, conditions, products, and yield From a dataset of the Open Reaction Database (ORD), a public repository of structured organic reaction records. The reactants are BrC1=CN=C2N1N=C(C=C2)Cl (3-bromo-6-chloroimidazo[1,2-b]pyridazine), NCCO (2-aminoethanol), intermediate, C(Cl)Cl.CO.[NH4+].[OH-] (CH2Cl2 MeOH NH4OH). Reaction SMILES: [Br:1][C:2]1[N:6]2[N:7]=[C:8](Cl)[CH:9]=[CH:10][C:5]2=[N:4][CH:3]=1.[NH2:12][CH2:13][CH2:14][OH:15].C(Cl)Cl.CO.[NH4+].[OH-]>>[Br:1][C:2]1[N:6]2[N:7]=[C:8]([NH:12][CH2:13][CH2:14][OH:15])[CH:9]=[CH:10][C:5]2=[N:4][CH:3]=1 |f:2.3.4.5|. Product: BrC1=CN=C2N1N=C(C=C2)NCCO (2-(3-Bromoimidazo[1,2-b]pyridazin-6-ylamino)ethanol). Reported procedure: Prepared from 3-bromo-6-chloroimidazo[1,2-b]pyridazine and 2-aminoethanol according to general procedure 1 providing the intermediate (78 mg, 32%) as a white solid: Rf=0.41 (CH2Cl2/MeOH/NH4OH, 160:18:2); 1H NMR (500 MHz, CD3OD) δ 7.55 (d, J=9.7 Hz, 1H), 7.40 (s, 1H), 6.73 (d, J=9.7 Hz, 1H), 3.80 (t, J=5.7 Hz, 2H), 3.52 (t, J=5.7 Hz, 2H); ES-MS: (M+H)=257, 259 m/z. The reactants are CCn1cc(C(=O)O)ccc1=O, CC(N)C(N)(c1ccc(F)cc1)c1ccnc(F)c1. Yields the product CCn1cc(C2=NC(c3ccc(F)cc3)(c3ccnc(F)c3)C(C)N2)ccc1=O. As a reaction SMILES: [CH2:20]([CH3:21])[n:22]1[c:23](=[O:31])[cH:24][cH:25][c:26]([C:28]([OH:29])=[O:30])[cH:27]1.[F:1][c:2]1[cH:3][cH:4][c:5]([C:8]([CH:9]([CH3:10])[NH2:11])([NH2:12])[c:13]2[cH:14][c:15]([F:19])[n:16][cH:17][cH:18]2)[cH:6][cH:7]1>>[F:1][c:2]1[cH:3][cH:4][c:5]([C:8]2([c:13]3[cH:14][c:15]([F:19])[n:16][cH:17][cH:18]3)[CH:9]([CH3:10])[NH:11][C:28]([c:26]3[cH:25][cH:24][c:23](=[O:31])[n:22]([CH2:20][CH3:21])[cH:27]3)=[N:12]2)[cH:6][cH:7]1. Starting materials: CCN(C(C)C)C(C)C (DIEA), NC=1C=C2C=CN=CC2=CC1 (6-aminoisoquinoline), ClC(C=1N(C=C(N1)C1=CC=CC=C1)C(C1=CC=CC=C1)(C1=CC=CC=C1)C1=CC=CC=C1)C1=C(C(=CC(=C1)OCC)OC(C)C)F (2-(chloro(5-ethoxy-2-fluoro-3-isopropoxyphenyl)methyl)-4-phenyl-1-trityl-1H-imidazole). Solvent: CCOC(=O)C (EtOAc), CC#N (CH3CN). Reaction conditions: time 2 hour. Product: C(C)OC=1C=C(C(=C(C1)C(NC=1C=C2C=CN=CC2=CC1)C=1N(C=C(N1)C1=CC=CC=C1)C(C1=CC=CC=C1)(C1=CC=CC=C1)C1=CC=CC=C1)F)OC(C)C (N-((5-ethoxy-2-fluoro-3-isopropoxyphenyl)(4-phenyl-1-trityl-1H-imidazol-2-yl)methyl)isoquinolin-6-amine). The yield is 56.4%. RXN SMILES: Cl[CH:2]([C:33]1[CH:38]=[C:37]([O:39][CH2:40][CH3:41])[CH:36]=[C:35]([O:42][CH:43]([CH3:45])[CH3:44])[C:34]=1[F:46])[C:3]1[N:4]([C:14]([C:27]2[CH:32]=[CH:31][CH:30]=[CH:29][CH:28]=2)([C:21]2[CH:26]=[CH:25][CH:24]=[CH:23][CH:22]=2)[C:15]2[CH:20]=[CH:19][CH:18]=[CH:17][CH:16]=2)[CH:5]=[C:6]([C:8]2[CH:13]=[CH:12][CH:11]=[CH:10][CH:9]=2)[N:7]=1.CCN(C(C)C)C(C)C.[NH2:56][C:57]1[CH:58]=[C:59]2[C:64](=[CH:65][CH:66]=1)[CH:63]=[N:62][CH:61]=[CH:60]2>CC#N.CCOC(C)=O>[CH2:40]([O:39][C:37]1[CH:36]=[C:35]([O:42][CH:43]([CH3:44])[CH3:45])[C:34]([F:46])=[C:33]([CH:2]([C:3]2[N:4]([C:14]([C:21]3[CH:26]=[CH:25][CH:24]=[CH:23][CH:22]=3)([C:27]3[CH:28]=[CH:29][CH:30]=[CH:31][CH:32]=3)[C:15]3[CH:20]=[CH:19][CH:18]=[CH:17][CH:16]=3)[CH:5]=[C:6]([C:8]3[CH:9]=[CH:10][CH:11]=[CH:12][CH:13]=3)[N:7]=2)[NH:56][C:57]2[CH:58]=[C:59]3[C:64](=[CH:65][CH:66]=2)[CH:63]=[N:62][CH:61]=[CH:60]3)[CH:38]=1)[CH3:41]. Procedure details: To a mixture of Intermediate 25.2 (0.054 mmol) in 1 mL CH3CN at rt, were added DIEA (14 μL, 0.082 mmol) and 6-aminoisoquinoline (15.7 mg, 0.109 mmol). The mixture was stirred at rt for 2 h, then was diluted with EtOAc, washed with H2O and brine, dried (Na2SO4) and concentrated. The crude product was purified by flash chromatography (0 to 100% EtOAc/hexanes gradient) to afford 22.5 mg of Intermediate 25.3 as a yellow solid. Reactants: NC1=C(C=CC=C1)S (2-amino-thiophenol), CN1CCC(CC1)=O (N-methyl-4-piperidone), C(C)(=O)O (acetic acid), C1(=CC=CC=C1)C (toluene). Run in O (water). Product: CN1CCC2(CC1)SC1=C(N2)C=CC=C1 (1'-methyl-spiro[benzothiazolin-2,4'-piperidine]). RXN SMILES: [NH2:1][C:2]1[CH:7]=[CH:6][CH:5]=[CH:4][C:3]=1[SH:8].[CH3:9][N:10]1[CH2:15][CH2:14][C:13](=O)[CH2:12][CH2:11]1.C(O)(=O)C.C1(C)C=CC=CC=1>O>[CH3:9][N:10]1[CH2:15][CH2:14][C:13]2([NH:1][C:2]3[CH:7]=[CH:6][CH:5]=[CH:4][C:3]=3[S:8]2)[CH2:12][CH2:11]1. Procedure: A mixture of 125.5 g 2-amino-thiophenol, 147 g N-methyl-4-piperidone, 2 ml acetic acid and 400 ml toluene is refluxed with a water separator for 2 hours. The mixture is evaporated in vacuo. The residue is recrystallised from methylene chloride/ether/petroleum ether to give the heading compound, m.p. 135°-140°. Starting materials: FC(C1=CC=C(C=C1)[C@]12CNC[C@@H]2C1)(F)F ((1S,5R)-1-[4-(trifluoromethyl)phenyl]-3-azabicyclo[3.1.0]hexane), BrCCCO[Si](C)(C)C(C)(C)C ([(3-bromopropyl)oxy](1,1-dimethylethyl) dimethylsilane). The product is FC(C1=CC=C(C=C1)[C@]12CN(C[C@@H]2C1)CCCO)(F)F (3{(1S,5R)-1-[4-(trifluoromethyl)phenyl]-3-azabicyclo[3.1.0]hex-3-yl}-1-propanol). Yield: 57.8%. As a reaction SMILES: [F:1][C:2]([F:16])([F:15])[C:3]1[CH:8]=[CH:7][C:6]([C@:9]23[CH2:14][C@H:13]2[CH2:12][NH:11][CH2:10]3)=[CH:5][CH:4]=1.Br[CH2:18][CH2:19][CH2:20][O:21][Si](C(C)(C)C)(C)C>>[F:16][C:2]([F:1])([F:15])[C:3]1[CH:4]=[CH:5][C:6]([C@:9]23[CH2:14][C@H:13]2[CH2:12][N:11]([CH2:18][CH2:19][CH2:20][OH:21])[CH2:10]3)=[CH:7][CH:8]=1. Procedure: The title compound (66 mg yield) was prepared in analogy to the procedure described in Preparation 4 and Preparation 5 starting from (1S,5R)-1-[4-(trifluoromethyl)phenyl]-3-azabicyclo[3.1.0]hexane (97 mg, 0.4 mmol), and [(3-bromopropyl)oxy](1,1-dimethylethyl) dimethylsilane (152 mg, 0.6 mmol). Reactants: CCOC(=O)c1ccc(Br)cc1Cl, C=C[Sn](CCCC)(CCCC)CCCC, CN(C)C=O, O, c1ccc(P(c2ccccc2)(c2ccccc2)[Pd](P(c2ccccc2)(c2ccccc2)c2ccccc2)(P(c2ccccc2)(c2ccccc2)c2ccccc2)P(c2ccccc2)(c2ccccc2)c2ccccc2)cc1. Product: C=Cc1ccc(C(=O)OCC)c(Cl)c1. As a reaction SMILES: [Br:1][c:2]1[cH:3][c:4]([Cl:13])[c:5]([C:6](=[O:7])[O:8][CH2:9][CH3:10])[cH:11][cH:12]1.[CH2:14]([CH2:15][CH2:27][CH3:28])[Sn:16]([CH2:17][CH2:18][CH2:19][CH3:20])([CH2:21][CH2:22][CH2:23][CH3:24])[CH:25]=[CH2:26].[O:29]=[CH:30][N:31]([CH3:32])[CH3:33].[OH2:34].[cH:35]1[cH:36][cH:37][c:38]([P:39]([Pd:40]([P:41]([c:42]2[cH:43][cH:44][cH:45][cH:46][cH:47]2)([c:48]2[cH:49][cH:50][cH:51][cH:52][cH:53]2)[c:54]2[cH:55][cH:56][cH:57][cH:58][cH:59]2)([P:60]([c:61]2[cH:62][cH:63][cH:64][cH:65][cH:66]2)([c:67]2[cH:68][cH:69][cH:70][cH:71][cH:72]2)[c:73]2[cH:74][cH:75][cH:76][cH:77][cH:78]2)[P:79]([c:80]2[cH:81][cH:82][cH:83][cH:84][cH:85]2)([c:86]2[cH:87][cH:88][cH:89][cH:90][cH:91]2)[c:92]2[cH:93][cH:94][cH:95][cH:96][cH:97]2)([c:98]2[cH:99][cH:100][cH:101][cH:102][cH:103]2)[c:104]2[cH:105][cH:106][cH:107][cH:108][cH:109]2)[cH:110][cH:111]1>>[c:2]1([CH:14]=[CH2:15])[cH:3][c:4]([Cl:13])[c:5]([C:6](=[O:7])[O:8][CH2:9][CH3:10])[cH:11][cH:12]1. Starting materials: COC(=O)C=1C(CC(C1)O)C(=O)O (4-hydroxy-cyclopent-2-ene-1,2-dicarboxylic acid 2-methyl ester), C(C)(C)(C)OC(=O)[C@@]1([C@@H](C1)C=C)N ((1R,2S)-1-amino-2-vinyl-cyclopropane carboxylic acid tert-butyl ester). Product: COC(=O)C1=CC(CC1C(NC1(C(C1)C=C)C(=O)OC(C)(C)C)=O)O (5-(1-tert-Butoxycarbonyl-2-vinyl-cyclopropylcarbamoyl)-3-hydroxy-cyclopent-1-enecarboxylic acid methyl ester), oil. Yield: 38.0%. As a reaction SMILES: [CH3:1][O:2][C:3]([C:5]1[CH:6]([C:11]([OH:13])=O)[CH2:7][CH:8]([OH:10])[CH:9]=1)=[O:4].[C:14]([O:18][C:19]([C@@:21]1([NH2:26])[CH2:23][C@H:22]1[CH:24]=[CH2:25])=[O:20])([CH3:17])([CH3:16])[CH3:15]>>[CH3:1][O:2][C:3]([C:5]1[CH:6]([C:11](=[O:13])[NH:26][C:21]2([C:19]([O:18][C:14]([CH3:17])([CH3:16])[CH3:15])=[O:20])[CH2:23][CH:22]2[CH:24]=[CH2:25])[CH2:7][CH:8]([OH:10])[CH:9]=1)=[O:4]. Procedure: Reaction of compound the acid 23c (50 mg, 37 mmol) with (1R,2S)-1-amino-2-vinyl-cyclopropane carboxylic acid tert-butyl ester according to the method described in Example 1 step j, provided the title compound as a slightly yellow oil (50 mg, 38%). 1H-NMR (300 MHz, CDCl3): δ [(1.38 & 1.42) s, 9H], 1.75-1.83 (m, 1H), 2.00-2.21 (m, 3H), 3.55-3.63 (m, 1H), [(3.77 & 3.82) s, 3H], 4.20-4.38 (m, 1H), 4.65-4.80 (m, 1H), 5.13-5.20 (m, 1H), 5.22-5.38 (m, 1H), 5.60-5.82 (m, 1H), 6.95-6.96 (m, 2H). Inhibito... Starting materials: CCOC(=O)C(C)CCCCCBr, CCCCCC(CCCNC#N)OC(C)=O, [H-], [Na+], O, c1ccccc1. The product is CCCCCC(CCCN(C#N)CCCCCC(C)C(=O)OCC)OC(C)=O. As a reaction SMILES: [Br:19][CH2:20][CH2:21][CH2:22][CH2:23][CH2:24][CH:25]([C:26](=[O:27])[O:28][CH2:29][CH3:30])[CH3:31].[C:3]([CH3:4])(=[O:5])[O:6][CH:7]([CH2:8][CH2:9][CH2:10][NH:11][C:12]#[N:13])[CH2:14][CH2:15][CH2:16][CH2:17][CH3:18].[H-:1].[Na+:2].[OH2:32].[cH:33]1[cH:34][cH:35][cH:36][cH:37][cH:38]1>>[C:3]([CH3:4])(=[O:5])[O:6][CH:7]([CH2:8][CH2:9][CH2:10][N:11]([C:12]#[N:13])[CH2:20][CH2:21][CH2:22][CH2:23][CH2:24][CH:25]([C:26](=[O:27])[O:28][CH2:29][CH3:30])[CH3:31])[CH2:14][CH2:15][CH2:16][CH2:17][CH3:18]. Reactants: [BH4-], N#C[Na], O=Cc1ccc(OCc2ccccc2)cc1, CC(=O)O, CO, CC(C)COc1ccc(N)c(C(O)c2cccc(CNC(=O)OC(C)(C)C)c2)c1, O. The product is CC(C)COc1ccc(NCc2ccc(OCc3ccccc3)cc2)c(C(O)c2cccc(CNC(=O)OC(C)(C)C)c2)c1. As a reaction SMILES: [BH4-:50].[C:51]([Na:52])#[N:53].[CH2:30]([c:31]1[cH:32][cH:33][cH:34][cH:35][cH:36]1)[O:37][c:38]1[cH:39][cH:40][c:41]([CH:42]=[O:43])[cH:44][cH:45]1.[CH3:46][C:47](=[O:48])[OH:49].[CH3:54][OH:55].[NH2:1][c:2]1[c:3]([CH:4]([c:5]2[cH:6][c:7]([CH2:11][NH:12][C:13](=[O:14])[O:15][C:16]([CH3:17])([CH3:18])[CH3:19])[cH:8][cH:9][cH:10]2)[OH:20])[cH:21][c:22]([O:25][CH2:26][CH:27]([CH3:28])[CH3:29])[cH:23][cH:24]1.[OH2:56]>>[NH:1]([c:2]1[c:3]([CH:4]([c:5]2[cH:6][c:7]([CH2:11][NH:12][C:13](=[O:14])[O:15][C:16]([CH3:17])([CH3:18])[CH3:19])[cH:8][cH:9][cH:10]2)[OH:20])[cH:21][c:22]([O:25][CH2:26][CH:27]([CH3:28])[CH3:29])[cH:23][cH:24]1)[CH2:42][c:41]1[cH:40][cH:39][c:38]([O:37][CH2:30][c:31]2[cH:32][cH:33][cH:34][cH:35][cH:36]2)[cH:45][cH:44]1.